Task: describe an organic reaction: reactants, conditions, products, and yield. Dataset: the Open Reaction Database (ORD), a public repository of structured organic reaction records Reactants: CCCc1cc(Cl)c2oc(Cc3ccc(OC(C)=O)cc3)c(C)c2c1OC(C)=O, CO, O. Yields the product CCCc1cc(Cl)c2oc(Cc3ccc(O)cc3)c(C)c2c1OC(C)=O. As a reaction SMILES: [C:1](=[O:2])([CH3:3])[O:4][c:5]1[cH:6][cH:7][c:8]([CH2:9][c:10]2[o:11][c:12]3[c:13]([c:14]2[CH3:15])[c:16]([O:24][C:25]([CH3:26])=[O:27])[c:17]([CH2:21][CH2:22][CH3:23])[cH:18][c:19]3[Cl:20])[cH:28][cH:29]1.[CH3:30][OH:31].[OH2:32]>>[OH:4][c:5]1[cH:6][cH:7][c:8]([CH2:9][c:10]2[o:11][c:12]3[c:13]([c:14]2[CH3:15])[c:16]([O:24][C:25]([CH3:26])=[O:27])[c:17]([CH2:21][CH2:22][CH3:23])[cH:18][c:19]3[Cl:20])[cH:28][cH:29]1. Product: O=C(NCC1CCN(Cc2ccccc2)CC1)c1c[nH]c2ccccc12. Starting materials: NCC1CCN(Cc2ccccc2)CC1, [Cl-], O=C(O)c1c[nH]c2ccccc12. Reaction SMILES: [CH2:14]([c:15]1[cH:16][cH:17][cH:18][cH:19][cH:20]1)[N:21]1[CH2:22][CH2:23][CH:24]([CH2:27][NH2:28])[CH2:25][CH2:26]1.[Cl-:13].[OH:1][C:2](=[O:3])[c:4]1[cH:5][nH:6][c:7]2[cH:8][cH:9][cH:10][cH:11][c:12]12>>[C:2](=[O:3])([c:4]1[cH:5][nH:6][c:7]2[cH:8][cH:9][cH:10][cH:11][c:12]12)[NH:28][CH2:27][CH:24]1[CH2:23][CH2:22][N:21]([CH2:14][c:15]2[cH:16][cH:17][cH:18][cH:19][cH:20]2)[CH2:26][CH2:25]1. Starting materials: CN1CCC(CC1)N (1-methylpiperidin-4-amine), ClC1=C(C=C(S1)S(=O)(=O)Cl)[N+](=O)[O-] (5-chloro-4-nitrothiophene-2-sulfonyl chloride), [Na].ClC=1C=NC=C(C1S)Cl (3,5-dichloropyridine-4-thiol sodium salt). Yields the product ClC=1C=NC=C(C1SC1=C(C=C(S1)S(=O)(=O)NC1CCN(CC1)C)[N+](=O)[O-])Cl (5-((3,5-dichloropyridin-4-yl)thio)-N-(1-methylpiperidin-4-yl)-4-nitrothiophene-2-sulfonamide), oil. Isolated yield 0.4%. As a reaction SMILES: Cl[C:2]1[S:6][C:5]([S:7](Cl)(=[O:9])=[O:8])=[CH:4][C:3]=1[N+:11]([O-:13])=[O:12].[Na].[Cl:15][C:16]1[CH:17]=[N:18][CH:19]=[C:20]([Cl:23])[C:21]=1[SH:22].[CH3:24][N:25]1[CH2:30][CH2:29][CH:28]([NH2:31])[CH2:27][CH2:26]1>>[Cl:15][C:16]1[CH:17]=[N:18][CH:19]=[C:20]([Cl:23])[C:21]=1[S:22][C:2]1[S:6][C:5]([S:7]([NH:31][CH:28]2[CH2:29][CH2:30][N:25]([CH3:24])[CH2:26][CH2:27]2)(=[O:9])=[O:8])=[CH:4][C:3]=1[N+:11]([O-:13])=[O:12] |f:1.2,^1:13|. Reported procedure: Prepared according to the procedure described for step B of example 17 and step B of example 44 from 5-chloro-4-nitrothiophene-2-sulfonyl chloride (0.26 g, 1 mmol), 3,5-dichloropyridine-4-thiol sodium salt (0.18 g, 1.0 mmol) and 1-methylpiperidin-4-amine (0.55 g, 5.0 mmol). The title product was obtained as oil (2.0 mg, 0.4% yield). MS m/z: 482.97, 484.97 [M+H]+. Reactants: ClCCC=1C=C2CC(NC2=CC1Cl)=O (5-(2-chloroethyl)-6-chlorooxindole), N1(CCNCC1)C1=NSC2=C1C=CC=C2 (3-(1-piperazinyl)-1,2-benzisothiazole), C([O-])([O-])=O.[Na+].[Na+] (sodium carbonate), [I-].[Na+] (sodium iodide). Reagents/catalysts: [Br-].C(CCC)[N+](CCCC)(CCCC)CCCC (tetrabutylammonium bromide). Solvent: C1CCCCC1 (cyclohexane). Reaction conditions: temperature 30 celsius, time 95 minute. The product is C=1C=CC2=C(C1)C(=NS2)N3CCN(CC3)CCC=4C=C5C(=CC4Cl)NC(=O)C5 (Ziprasidone). Isolated yield 79.6%. Reaction SMILES: Cl[CH2:2][CH2:3][C:4]1[CH:5]=[C:6]2[C:10](=[CH:11][C:12]=1[Cl:13])[NH:9][C:8](=[O:14])[CH2:7]2.[N:15]1([C:21]2[C:25]3[CH:26]=[CH:27][CH:28]=[CH:29][C:24]=3[S:23][N:22]=2)[CH2:20][CH2:19][NH:18][CH2:17][CH2:16]1.C(=O)([O-])[O-].[Na+].[Na+].[I-].[Na+]>[Br-].C([N+](CCCC)(CCCC)CCCC)CCC.C1CCCCC1>[CH:27]1[CH:28]=[CH:29][C:24]2[S:23][N:22]=[C:21]([N:15]3[CH2:16][CH2:17][N:18]([CH2:2][CH2:3][C:4]4[CH:5]=[C:6]5[CH2:7][C:8](=[O:14])[NH:9][C:10]5=[CH:11][C:12]=4[Cl:13])[CH2:19][CH2:20]3)[C:25]=2[CH:26]=1 |f:2.3.4,5.6,7.8|. Reported procedure: A mixture of 100 g of 5-(2-chloroethyl)-6-chlorooxindole, 95.2 g of 3-(1-piperazinyl)-1,2-benzisothiazole, 92.1 g of sodium carbonate, 6.5 g of sodium iodide, 28 g of tetrabutylammonium bromide and 1000 ml of cyclohexane was refluxed until reaction completion as shown by thin layer chromatography. The reaction mass was cooled to 30° C. and the solid was filtered. 1000 ml of water was added to the wet compound and stirred for 95 minutes. The solid was filtered and washed with 100 ml water. To the... The reactants are [OH-].[Na+] (NaOH), C1COC(C)(C2=CC=C(C=C2)CNC(=O)OC(C)(C)C)O1 (N-BOC-p-aminomethylacetophenone ethylene ketal), O (water), C(C)(=O)O (acetic acid). Solvent: CO (methanol). The product is C(=O)(OC(C)(C)C)NCC1=CC=C(C=C1)C(C)=O (N-BOC-p-aminomethylacetophenone). Reaction SMILES: C1O[C:4]([C:6]2[CH:11]=[CH:10][C:9]([CH2:12][NH:13][C:14]([O:16][C:17]([CH3:20])([CH3:19])[CH3:18])=[O:15])=[CH:8][CH:7]=2)([CH3:5])[O:3]C1.C(O)(=O)C.O.[OH-].[Na+]>CO>[C:14]([NH:13][CH2:12][C:9]1[CH:10]=[CH:11][C:6]([C:4](=[O:3])[CH3:5])=[CH:7][CH:8]=1)([O:16][C:17]([CH3:19])([CH3:20])[CH3:18])=[O:15] |f:3.4|. Reported procedure: 125 g of N-BOC-p-aminomethylacetophenone ethylene ketal are heated for 15 minutes at 65° in 250 ml of methanol and 250 ml of acetic acid as well as 50 ml of water. The reaction mixture is cooled to 0°, adjusted to a pH of 10 with 10N aqueous NaOH, extracted with ethyl acetate and washed neutral with saturated aqueous NaCl solution. The crude product obtained after drying and concentrating by evaporation is crystallised from hexane. N-BOC-p-aminomethylacetophenone having a melting point of 73°-75... Reactants: C(C)(C)(C)OC(=O)N1CCC(CC1)C1=C(C=CC=C1)S(=O)(=O)[O-] (1-tert-butoxycarbonylpiperidine-4-ylbenzenesulfonate), C(CC(=O)OCC)(=O)OCC (diethyl malonate), [O-]CC.[Na+].CCO (sodium ethoxide EtOH). Solvent: CCO (EtOH). Reaction conditions: time 22 hour. Yields the product C(C)OC(C(C(=O)OCC)C1CCN(CC1)C(=O)OC(C)(C)C)=O (diethyl[1-(tert-butoxycarbonyl)piperidine-4-yl]malonate). Reaction SMILES: [C:1]([O:5][C:6]([N:8]1[CH2:13][CH2:12][CH:11](C2C=CC=CC=2S([O-])(=O)=O)[CH2:10][CH2:9]1)=[O:7])([CH3:4])([CH3:3])[CH3:2].[C:24]([O:32][CH2:33][CH3:34])(=[O:31])[CH2:25][C:26]([O:28][CH2:29][CH3:30])=[O:27].[O-]CC.[Na+].CCO>CCO>[CH2:33]([O:32][C:24](=[O:31])[CH:25]([CH:11]1[CH2:12][CH2:13][N:8]([C:6]([O:5][C:1]([CH3:4])([CH3:3])[CH3:2])=[O:7])[CH2:9][CH2:10]1)[C:26]([O:28][CH2:29][CH3:30])=[O:27])[CH3:34] |f:2.3.4|. Procedure: A mixture of 1-tert-butoxycarbonylpiperidine-4-ol, triethylamine, benzenesulfonyl chloride and methylene chloride was stirred for two days at room temperature to give 1-tert-butoxycarbonylpiperidine-4-ylbenzenesulfonate. A mixture of the obtained 1-tert-butoxycarbonylpiperidine-4-ylbenzenesulfonate, diethyl malonate, 20% sodium ethoxide-EtOH solution and EtOH was stirred for 22 hours heated to reflux to give diethyl[1-(tert-butoxycarbonyl)piperidine-4-yl]malonate. A mixture of the obtained dieth... The reactants are [I-].C(C)(C)[P+](C1=CC=CC=C1)(C1=CC=CC=C1)C1=CC=CC=C1 (isopropyltriphenylphosphonium iodide), C(CCC)[Li] (n-butyllithium), C(=O)C(CCC1=CC=CC=C1)NC(=O)C(CC(C)C)NC(OCC1=CC=CC=C1)=O (Benzyl 1-(1-formyl-3-phenylpropylcarbamoyl)-3-methylbutylcarbamate). Run in TBF, C1CCOC1 (THF), O (water), C(C)(=O)OCC (ethyl acetate). Reaction conditions: temperature -78 celsius, time 5 minute. Yields the product CC(CC(C(NC(C=C(C)C)CCC1=CC=CC=C1)=O)NC(OCC1=CC=CC=C1)=O)C (benzyl 3-methyl-1-(3-methyl-1-phenethylbut-2-enylcarbamoyl)butylcarbamate). Isolated yield 16.7%. Reaction SMILES: [I-].[CH:2]([P+](C1C=CC=CC=1)(C1C=CC=CC=1)C1C=CC=CC=1)([CH3:4])[CH3:3].C([Li])CCC.[CH:29]([CH:31]([NH:40][C:41]([CH:43]([NH:48][C:49](=[O:58])[O:50][CH2:51][C:52]1[CH:57]=[CH:56][CH:55]=[CH:54][CH:53]=1)[CH2:44][CH:45]([CH3:47])[CH3:46])=[O:42])[CH2:32][CH2:33][C:34]1[CH:39]=[CH:38][CH:37]=[CH:36][CH:35]=1)=O>C1COCC1.O.C(OCC)(=O)C>[CH3:46][CH:45]([CH3:47])[CH2:44][CH:43]([NH:48][C:49](=[O:58])[O:50][CH2:51][C:52]1[CH:53]=[CH:54][CH:55]=[CH:56][CH:57]=1)[C:41](=[O:42])[NH:40][CH:31]([CH2:32][CH2:33][C:34]1[CH:35]=[CH:36][CH:37]=[CH:38][CH:39]=1)[CH:29]=[C:2]([CH3:4])[CH3:3] |f:0.1|. Reported procedure: A solution comprised of isopropyltriphenylphosphonium iodide (13.02 g, 30.1 mmol) in TBF (80 mL) was cooled to −78° C. and then n-butyllithium (12.44 mL, 2.5M in hexane) was added. The mixture was stirred for 5 minutes, heated to room temperature and stirred for an additional 25 minutes. Benzyl 1-(1-formyl-3-phenylpropylcarbamoyl)-3-methylbutylcarbamate (4.12 g, 10.04 mmol), prepared as in the procedure set forth in Synthesis, 1983, pp 676-678, was dissolved in THF (40mL) and the solution was ad... As a reaction SMILES: [NH:1]1[CH2:6][CH2:5][CH2:4][CH2:3][CH2:2]1.[S:7](Cl)(Cl)(=[O:9])=[O:8].Cl.[F:13][C:14]1[CH:19]=[CH:18][C:17]([NH:20][C:21]([NH:23][O:24][CH:25]2[CH2:30][CH2:29][NH:28][CH2:27][CH2:26]2)=[O:22])=[CH:16][CH:15]=1.C(N(CC)C(C)C)(C)C>C(Cl)Cl>[F:13][C:14]1[CH:19]=[CH:18][C:17]([NH:20][C:21]([NH:23][O:24][CH:25]2[CH2:30][CH2:29][N:28]([S:7]([N:1]3[CH2:6][CH2:5][CH2:4][CH2:3][CH2:2]3)(=[O:9])=[O:8])[CH2:27][CH2:26]2)=[O:22])=[CH:16][CH:15]=1 |f:2.3|. Yields the product FC1=CC=C(C=C1)NC(=O)NOC1CCN(CC1)S(=O)(=O)N1CCCCC1 (1-(4-fluorophenyl)-3-(1-(piperidin-1-ylsulfonyl)piperidin-4-yloxy)urea). The reactants are N1CCCCC1 (piperidine), S(=O)(=O)(Cl)Cl (sulfuryl dichloride), Cl.FC1=CC=C(C=C1)NC(=O)NOC1CCNCC1 (1-(4-fluorophenyl)-3-(piperidin-4-yloxy)urea hydrochloride), C(C)(C)N(C(C)C)CC (N,N-diisopropylethylamine). Isolated yield 49.9%. Run at time 17 hour. Solvent: C(Cl)Cl (CH2Cl2), C(Cl)Cl (CH2Cl2). Reported procedure: A solution of piperidine (300 mg, 3.5 mmol) in CH2Cl2 (10 ml) was added at 0° C. over 30 minutes to a suspension of sulfuryl dichloride (952 mg, 7.0 mmol) in CH2Cl2 (35 ml) and the whole was stirred at room temperature for 17 hours. The resulting solid was filtered off and the filtrate was concentrated in vacuo. The residue was dissolved in CH2Cl2 (15 ml), 1-(4-fluorophenyl)-3-(piperidin-4-yloxy)urea hydrochloride (130 mg, 0.45 mmol) and N,N-diisopropylethylamine (174 mg, 1.35 mmol) was added, a...